From a dataset of the Open Reaction Database (ORD), a public repository of structured organic reaction records. describe an organic reaction: reactants, conditions, products, and yield The solvent is O (water). Procedure: A mixture of N-(6-chloro-2-nitrophenyl)-2-methylalanine (X, EXAMPLE 14, 11.4 g), DMF (130 ml), potassium carbonate (18.2 g) and iodomethane (13.8 ml) is stirred at 20°-25° for 16 hr, diluted with water, extracted several times with ether. The ether phases are combined and are washed with water and saline, dried over magnesium sulfate and concentrated to give the title compound, IR (mineral oil) 3369, 2990, 2951, 1738, 1598, 1534, 1492, 1451, 1386, 1337, 1277, 1188, 1145, 1103 and 749 cm-1 ; NMR ... Starting materials: ClC1=CC=CC(=C1NC(C)(C(=O)O)C)[N+](=O)[O-] (N-(6-Chloro-2-nitrophenyl)-2-methylalanine), CN(C)C=O (DMF), C([O-])([O-])=O.[K+].[K+] (potassium carbonate), IC (iodomethane). Conditions: time 16 hour. Reaction SMILES: [Cl:1][C:2]1[C:7]([NH:8][C:9]([CH3:14])([C:11]([OH:13])=[O:12])[CH3:10])=[C:6]([N+:15]([O-:17])=[O:16])[CH:5]=[CH:4][CH:3]=1.[CH3:18]N(C=O)C.C(=O)([O-])[O-].[K+].[K+].IC>O>[CH3:18][O:12][C:11](=[O:13])[C:9]([CH3:10])([CH3:14])[NH:8][C:7]1[C:2]([Cl:1])=[CH:3][CH:4]=[CH:5][C:6]=1[N+:15]([O-:17])=[O:16] |f:2.3.4|. Yields the product COC(C(NC1=C(C=CC=C1Cl)[N+](=O)[O-])(C)C)=O (N-(6-Chloro-2-nitrophenyl)-2-methylalanine methyl ester). The reactants are BrC=1C=CC2=C(C=CC3=C(NC2)C=CC(=C3)Cl)C1 (9-Bromo-2-chloro-5,6-dihydro-dibenzo[b,f]azocine), N1=CC=CC=C1 (pyridine), N1(CCOCC1)S(=O)(=O)Cl (morpholine-4-sulfonyl chloride). The solvent is ClC(C)Cl (dichloroethane). Conditions: temperature 100 celsius, time 4 hour. Product: BrC=1C=CC2=C(C=CC3=C(N(C2)S(=O)(=O)N2CCOCC2)C=CC(=C3)Cl)C1 (9-bromo-2-chloro-5,6-dihydro-5-(4-morpholinylsulfonyl)-dibenz[b,f]azocine). Isolated yield 75.7%. As a reaction SMILES: [Br:1][C:2]1[CH:3]=[CH:4][C:5]2[CH2:12][NH:11][C:10]3[CH:13]=[CH:14][C:15]([Cl:17])=[CH:16][C:9]=3[CH:8]=[CH:7][C:6]=2[CH:18]=1.N1C=CC=CC=1.[N:25]1([S:31](Cl)(=[O:33])=[O:32])[CH2:30][CH2:29][O:28][CH2:27][CH2:26]1>ClC(Cl)C>[Br:1][C:2]1[CH:3]=[CH:4][C:5]2[CH2:12][N:11]([S:31]([N:25]3[CH2:30][CH2:29][O:28][CH2:27][CH2:26]3)(=[O:33])=[O:32])[C:10]3[CH:13]=[CH:14][C:15]([Cl:17])=[CH:16][C:9]=3[CH:8]=[CH:7][C:6]=2[CH:18]=1. Procedure: A solution of 9-Bromo-2-chloro-5,6-dihydro-dibenzo[b,f]azocine (30 mg, 0.09 mmol) (prepared in a manner analogous to that described for Example 1F) in dichloroethane was treated with pyridine (0.02 mL, 0.27 mmol) and morpholine-4-sulfonyl chloride (22 mg, 0.12 mmol). The reaction mixture was stirred at 100° C. for four hours then concentrated, diluted with MeOH and filtered. The crude product was purified by preparative reversed-phase HPLC to afford Example 338A (32 mg). HPLC Rt=3.89 min. m/z=46... The reactants are COc1ccc(CNc2ncc(C#N)c3sc(C4=CCCC4)cc23)cc1, CC(C)(C)O, ClCCl, [K+], [OH-]. Yields the product COc1ccc(CNc2ncc(C(N)=O)c3sc(C4=CCCC4)cc23)cc1. As a reaction SMILES: [C:1]1([c:6]2[cH:7][c:8]3[c:9]([NH:17][CH2:18][c:19]4[cH:20][cH:21][c:22]([O:25][CH3:26])[cH:23][cH:24]4)[n:10][cH:11][c:12]([C:15]#[N:16])[c:13]3[s:14]2)=[CH:2][CH2:3][CH2:4][CH2:5]1.[CH3:29][C:30]([CH3:31])([CH3:32])[OH:33].[Cl:34][CH2:35][Cl:36].[K+:28].[OH-:27]>>[C:1]1([c:6]2[cH:7][c:8]3[c:9]([NH:17][CH2:18][c:19]4[cH:20][cH:21][c:22]([O:25][CH3:26])[cH:23][cH:24]4)[n:10][cH:11][c:12]([C:15]([NH2:16])=[O:33])[c:13]3[s:14]2)=[CH:2][CH2:3][CH2:4][CH2:5]1.